Dataset: the Open Reaction Database (ORD), a public repository of structured organic reaction records. Task: describe an organic reaction: reactants, conditions, products, and yield The reactants are resultant mixture, O1C(=CC=C1)C=1C=C(C=CC1)CCO (2-(3-furan-2-yl-phenyl)ethanol), C(Br)(Br)(Br)Br (carbon tetrabromide), C1(=CC=CC=C1)P(C1=CC=CC=C1)C1=CC=CC=C1 (triphenylphosphine). The solvent is C(Cl)Cl (DCM). Yields the product O1C(=CC=C1)C=1C=C(CCBr)C=CC1 (3-(2-furyl)phenethyl bromide). Reaction SMILES: [O:1]1[CH:5]=[CH:4][CH:3]=[C:2]1[C:6]1[CH:7]=[C:8]([CH2:12][CH2:13]O)[CH:9]=[CH:10][CH:11]=1.C(Br)(Br)(Br)[Br:16].C1(P(C2C=CC=CC=2)C2C=CC=CC=2)C=CC=CC=1>C(Cl)Cl>[O:1]1[CH:5]=[CH:4][CH:3]=[C:2]1[C:6]1[CH:7]=[C:8]([CH:9]=[CH:10][CH:11]=1)[CH2:12][CH2:13][Br:16]. Procedure details: A solution of 2-(3-furan-2-yl-phenyl)ethanol and carbon tetrabromide in DCM was treated with triphenylphosphine at 0° C. The resultant mixture was stirred at room temperature for one hr. The volatiles were removed under reduced pressure. Purification by column chromatography (5% ethyl acetate/hexanes) gave 3-(2-furyl)phenethyl bromide. 1H NMR (CDCl3) δ 7.57 (d, J=1.6, 1H), 7.55 (s, 1H), 7.47 (s, 1H), 7.33 (t, J=8.0 Hz, 1H), 7.11 (d, J=8.0 Hz, 1H), 6.66 (m, 1H), 6.47 (m, 1H), 3.60 (t, J=7.2 Hz, 2... Reactants: CCOC(C)=O, CCCCCC, CCOC(=O)n1c(C(=O)C2CCCC(C)C2)c(N)c2ccc(Cl)cc21. Product: CC1CCCC(C(=O)c2[nH]c3cc(Cl)ccc3c2N)C1. Reaction SMILES: [C:26]([O:27][CH2:28][CH3:29])(=[O:30])[CH3:31].[CH3:32][CH2:33][CH2:34][CH2:35][CH2:36][CH3:37].[NH2:1][c:2]1[c:3]([C:17](=[O:18])[CH:19]2[CH2:20][CH:21]([CH3:25])[CH2:22][CH2:23][CH2:24]2)[n:4]([C:12]([O:13][CH2:14][CH3:15])=[O:16])[c:5]2[cH:6][c:7]([Cl:11])[cH:8][cH:9][c:10]12>>[NH2:1][c:2]1[c:3]([C:17](=[O:18])[CH:19]2[CH2:20][CH:21]([CH3:25])[CH2:22][CH2:23][CH2:24]2)[nH:4][c:5]2[cH:6][c:7]([Cl:11])[cH:8][cH:9][c:10]12.